Dataset: the Open Reaction Database (ORD), a public repository of structured organic reaction records. Task: describe an organic reaction: reactants, conditions, products, and yield The product is CCOC(=O)c1cc(C(C)(C)C)nn1CCN(C)C. Reactants: O=C([O-])[O-], CCOC(=O)c1cc(C(C)(C)C)n[nH]1, CO, CCOC(C)=O, CN(C)CCCl, ClCCl, Cl, [Cs+], [Cs+]. Reaction SMILES: [C:15](=[O:16])([O-:17])[O-:18].[C:1]([CH3:2])([CH3:3])([CH3:4])[c:5]1[n:6][nH:7][c:8]([C:10](=[O:11])[O:12][CH2:13][CH3:14])[cH:9]1.[CH3:28][OH:29].[CH3:33][CH2:34][O:35][C:36]([CH3:37])=[O:38].[Cl:22][CH2:23][CH2:24][N:25]([CH3:26])[CH3:27].[Cl:30][CH2:31][Cl:32].[ClH:21].[Cs+:19].[Cs+:20]>>[C:1]([CH3:2])([CH3:3])([CH3:4])[c:5]1[n:6][n:7]([CH2:23][CH2:24][N:25]([CH3:26])[CH3:27])[c:8]([C:10](=[O:11])[O:12][CH2:13][CH3:14])[cH:9]1. Starting materials: C1(=CC=CC=C1)N1CNC(C12CCN(CC2)C[C@@H]2[C@@H](C1=CC=CC=C1CC2)O)=O (1-Phenyl-8-[(cis-1,2,3,4-tetrahydro-1-hydroxy-2-naphthalenyl)methyl]-1,3,8-triazaspiro[4.5]decan-4-one), Cl (hydrogen chloride). Run in CCOCC (ether). The product is Cl.C1(=CC=CC=C1)N1CNC(C12CCN(CC2)C[C@@H]2[C@@H](C1=CC=CC=C1CC2)O)=O (1-Phenyl-8-[(cis-1,2,3,4-tetrahydro-1-hydroxy-2-naphthalenyl)methyl]-1,3,8-triazaspiro[4.5]decan-4-one, hydrochloride). As a reaction SMILES: [C:1]1([N:7]2[C:11]3([CH2:16][CH2:15][N:14]([CH2:17][C@H:18]4[CH2:27][CH2:26][C:25]5[C:20](=[CH:21][CH:22]=[CH:23][CH:24]=5)[C@H:19]4[OH:28])[CH2:13][CH2:12]3)[C:10](=[O:29])[NH:9][CH2:8]2)[CH:6]=[CH:5][CH:4]=[CH:3][CH:2]=1.[ClH:30]>CCOCC>[ClH:30].[C:1]1([N:7]2[C:11]3([CH2:16][CH2:15][N:14]([CH2:17][C@H:18]4[CH2:27][CH2:26][C:25]5[C:20](=[CH:21][CH:22]=[CH:23][CH:24]=5)[C@H:19]4[OH:28])[CH2:13][CH2:12]3)[C:10](=[O:29])[NH:9][CH2:8]2)[CH:2]=[CH:3][CH:4]=[CH:5][CH:6]=1 |f:3.4|. Procedure details: 1-Phenyl-8-[(cis-1,2,3,4-tetrahydro-1-hydroxy-2-naphthalenyl)methyl]-1,3,8-triazaspiro[4.5]decan-4-one (4.0 g) is slurried in ether and treated with excess ethereal hydrogen chloride. The resulting mixture is cooled for 16 hours and the resulting precipitate is collected to yield 3.9 g of the title compound, melting point 254°-255° C.